This data is from the Open Reaction Database (ORD), a public repository of structured organic reaction records. The task is: describe an organic reaction: reactants, conditions, products, and yield Run in C1(=CC=CC=C1)C (toluene). Conditions: temperature 25 celsius. Reported procedure: A one liter three necked flask was equipped with a mechanical stirrer, condenser and Dean-Stark trap. The flask was charged with 61 g of ethanolamine (1.0 mol.), 300 milliliters toluene, and 151 g of hexahydrophthalic anhydride (1.0 mol.). The reaction was refluxed for 4 hours at which time one mole of water had been collected from the azeotrope. The reaction flask was cooled to room temperature (about 25° C.). Next, the flask was charged with 72 g acrylic acid (1.0 mol.), 16 g p-toluenesulfonic... Product: C(C=C)(=O)OCCN1C(C2C(C1=O)CCCC2)=O (N-(Acryloyloxyethyl)hexahydrophthalimide). RXN SMILES: [CH2:1]([CH2:3][NH2:4])[OH:2].[C:5]1(=[O:15])[O:10][C:8](=O)[CH:7]2[CH2:11][CH2:12][CH2:13][CH2:14][CH:6]12.O.[C:17](O)(=[O:20])[CH:18]=[CH2:19].C1(C)C=CC(S(O)(=O)=O)=CC=1.COC1C=CC(O)=CC=1>C1(C)C=CC=CC=1>[C:17]([O:2][CH2:1][CH2:3][N:4]1[C:5](=[O:15])[CH:6]2[CH2:14][CH2:13][CH2:12][CH2:11][CH:7]2[C:8]1=[O:10])(=[O:20])[CH:18]=[CH2:19]. Starting materials: O (water), three, O (water), C(O)CN (ethanolamine), C1(C2C(C(=O)O1)CCCC2)=O (hexahydrophthalic anhydride), C(C=C)(=O)O (acrylic acid), C1(=CC=C(C=C1)S(=O)(=O)O)C (p-toluenesulfonic acid), COC1=CC=C(C=C1)O (p-methoxyphenol). Run at time 8 hour. Starting materials: N1=CC=CC2=CC=CC=C12 (quinoline), said product, C1(=CC=C(C=C1)S(=O)(=O)O)C (p-toluene sulfonic acid), C(OC)([O-])[O-] (methyl orthoformate), CO (methanol). Product: C1(CCCCCC1)NC(\C=C(\C)/OC)=O (N-cycloheptyl-3-methoxy-crotonamide). Reaction SMILES: [C:1]1([CH3:11])[CH:6]=[CH:5][C:4](S(O)(=O)=O)=[CH:3][CH:2]=1.[CH:12]([O-])([O-])[O:13]C.[N:17]1C2[C:21](=CC=CC=2)[CH:20]=[CH:19][CH:18]=1.C[OH:28]>>[CH:1]1([NH:17][C:18](=[O:28])/[CH:19]=[C:20](\[O:13][CH3:12])/[CH3:21])[CH2:6][CH2:5][CH2:4][CH2:3][CH2:2][CH2:11]1. Procedure: 37.1 g of diketene were added with stirring over 15 minutes to a mixture of 50 g of cycloheptylamine and 600 ml of tetrahydrofuran cooled to 6° C. and the mixture was stirred for 4 hours at room temperature. The mixture was distilled to dryness under reduced pressure and the residue was chromatographed over silica gel with elution with an 8-2 methylene chloride-acetone mixture to obtain 60 g of N-cycloheptyl-acetylacetamide melting at 52° C. 40 g of the said product and 1 g of p-toluene sulfonic... The reactants are Cl/C=1/C(=O)OC(\C1\Cl)=O (2,3-dichloromaleic anhydride), FC1=CC=C(N)C=C1 (4-fluoroaniline). The solvent is C1=CC=CC=C1 (benzene), C1=CC=CC=C1 (benzene). Conditions: time 30 minute. The product is FC1=CC=C(C=C1)NC(\C(=C(/C(=O)O)\Cl)\Cl)=O (N-(4-fluorophenyl)-2,3-dichloromaleamic acid). The yield is 94.6%. Reaction SMILES: [Cl:1][C:2]1[C:3]([O:5][C:6](=[O:9])[C:7]=1[Cl:8])=[O:4].[F:10][C:11]1[CH:17]=[CH:16][C:14]([NH2:15])=[CH:13][CH:12]=1>C1C=CC=CC=1>[F:10][C:11]1[CH:17]=[CH:16][C:14]([NH:15][C:6](=[O:9])/[C:7](/[Cl:8])=[C:2](/[Cl:1])\[C:3]([OH:5])=[O:4])=[CH:13][CH:12]=1. Procedure: 8.35g (0.05 mol) of 2,3-dichloromaleic anhydride was dissolved in 50 ml of benzene. To the resulting solution 20 ml of benzene solution containing 5.55g (0.05 mol) of 4-fluoroaniline was added dropwise over a period of 20 min. at temperatures of 5°-10° C under agitation. After completing the addtion, the mixture was agitated at 5°-10° C for 30 min. to form crystals, which were separated by filtration and washed with benzene to obtain 13.15g of N-(4-fluorophenyl)-2,3-dichloromaleamic acid in the ... Reactants: N[C@@H](CC(=O)[O-])C(=O)[O-].[Na+].[Na+] (sodium aspartate), N[C@@H](CC(N)=O)C(=O)O (asparagine), C1(CCC(N1)=O)=O (succinimide). Solvent: O (water). Yields the product N[C@@H](CC(=O)[O-])C(=O)[O-].[Na+].[Na+].C1(CCC(N1)=O)=O (Sodium Aspartate Succinimide). As a reaction SMILES: [NH2:1][C@H:2]([C:7]([O-:9])=[O:8])[CH2:3][C:4]([O-:6])=[O:5].[Na+:10].[Na+].N[C@H:13]([C:18]([OH:20])=O)[CH2:14][C:15](=[O:17])[NH2:16].C1(=O)NC(=O)CC1>O>[NH2:1][C@H:2]([C:7]([O-:9])=[O:8])[CH2:3][C:4]([O-:6])=[O:5].[Na+:10].[Na+:10].[C:18]1(=[O:20])[NH:16][C:15](=[O:17])[CH2:14][CH2:13]1 |f:0.1.2,6.7.8.9|. Reported procedure: The reactions and procedures of this Example were repeated, except that the monomer ratios of ammonium aspartate and sodium aspartate were adjusted (in part A) to produce a 1:2 copolymer of sodium aspartate and succinimide. A solution of this copolymer was titrated to pH 4.0 and ring-closed as above. The resulting terpolymer of sodium aspartate, asparagine, and succinimide had a residue ratio of 0.53:10.97 (asp:asn:suc). This terpolymer also was water-soluble. As a reaction SMILES: [Cl:1][C:2]1[CH:18]=[CH:17][C:5]([CH2:6][N:7]2[CH2:12][CH2:11][CH2:10][NH:9][C:8]2=[CH:13][N+:14]([O-:16])=[O:15])=[CH:4][CH:3]=1.[H-].[Na+].[C:21](OC=O)(=[O:23])C>CN(C)C=O>[CH:21]([N:9]1[CH2:10][CH2:11][CH2:12][N:7]([CH2:6][C:5]2[CH:4]=[CH:3][C:2]([Cl:1])=[CH:18][CH:17]=2)[C:8]1=[CH:13][N+:14]([O-:16])=[O:15])=[O:23] |f:1.2|. Reported procedure: 1-(4-Chlorobenzyl)-2-nitromethylene-hexahydropyrimidine (3 g) was added to a stirred suspension of sodium hydride (0.54 g) in dry dimethylformamide (150 ml) at room temperature under nitrogen and the stirring was continued overnight. Formic acetic anhydride (100% excess) was then added dropwise to the stirred suspension at 0°. The reaction mixture was then stirred for 1 hour. It was then poured onto water and extracted with dichloromethane (2×200 ml). The combined organic layers were dried (sodi... Yields the product C(=O)N1C(N(CCC1)CC1=CC=C(C=C1)Cl)=C[N+](=O)[O-] (1-formyl-3-(4-chlorobenzyl)-2-nitromethylene-hexahydropyrimidine). Run in CN(C=O)C (dimethylformamide). Reaction conditions: time 8 hour. The reactants are ClC1=CC=C(CN2C(NCCC2)=C[N+](=O)[O-])C=C1 (1-(4-Chlorobenzyl)-2-nitromethylene-hexahydropyrimidine), [H-].[Na+] (sodium hydride), C(C)(=O)OC=O (Formic acetic anhydride). Starting materials: [N+](=O)([O-])C1=C(C=CC=C1)C=1OC=CC1 (2-(2-nitro-phenyl)-furan), NN (hydrazine). The reagents and catalysts are [Pd] (palladium on activated charcoal). Run in C(C)O (ethanol). Conditions: time 20 hour. Product: O1C(=CC=C1)C1=C(C=CC=C1)N (2-furan-2-yl-phenylamine). RXN SMILES: [N+:1]([C:4]1[CH:9]=[CH:8][CH:7]=[CH:6][C:5]=1[C:10]1[O:11][CH:12]=[CH:13][CH:14]=1)([O-])=O.NN>C(O)C.[Pd]>[O:11]1[CH:12]=[CH:13][CH:14]=[C:10]1[C:5]1[CH:6]=[CH:7][CH:8]=[CH:9][C:4]=1[NH2:1]. Procedure: 113 mg (0.6 mmol) 2-(2-nitro-phenyl)-furan are dissolved in 2 ml of ethanol and combined with 6 mg palladium on activated charcoal (10% Pd). 110 μl of a 35% aqueous hydrazine solution are added to this suspension and the reaction mixture is stirred for 20 h under reflux conditions. The catalyst is suction filtered, the filtrate is combined with 25 ml of water and adjusted to pH 5. This mixture is extracted three times with 10 ml of ethyl acetate. The combined organic phases are dried and the sol... Starting materials: C(CCCCC)ON=C(C(=O)OCC)C(CCl)=O (Ethyl 2-n-hexyloxyimino-4-chloro-3-oxobutyrate), NC(=S)N (thiourea), sodium acetate 3-hydrate, C(C)O (ethanol). Solvent: O (water). Yields the product NC=1SC=C(N1)C(C(=O)OCC)=NOCCCCCC (ethyl 2-(2-aminothiazol-4-yl)-2-n-hexyloxyiminoacetate). The yield is 49.0%. Reaction SMILES: [CH2:1]([O:7][N:8]=[C:9]([C:15](=O)[CH2:16]Cl)[C:10]([O:12][CH2:13][CH3:14])=[O:11])[CH2:2][CH2:3][CH2:4][CH2:5][CH3:6].[NH2:19][C:20]([NH2:22])=[S:21].C(O)C>O>[NH2:22][C:20]1[S:21][CH:16]=[C:15]([C:9](=[N:8][O:7][CH2:1][CH2:2][CH2:3][CH2:4][CH2:5][CH3:6])[C:10]([O:12][CH2:13][CH3:14])=[O:11])[N:19]=1. Procedure details: Ethyl 2-n-hexyloxyimino-4-chloro-3-oxobutyrate (syn isomer, 55.6 g.), thiourea (15.2 g.), sodium acetate 3-hydrate (27.2 g.), ethanol (280 ml.) and water (140 ml.) were treated in a similar manner to that of Example F-(3) to give ethyl 2-(2-aminothiazol-4-yl)-2-n-hexyloxyiminoacetate (syn isomer, 29.3 g.), mp 77° to 78° C. Starting materials: O=C([O-])O, CCO, Clc1ncccn1, NCCN1CCC(Nc2nc3cncnc3n2Cc2ccc(F)cc2)CC1, [Na+]. Yields the product Fc1ccc(Cn2c(NC3CCN(CCNc4ncccn4)CC3)nc3cncnc32)cc1. Reaction SMILES: [C:35](=[O:36])([O-:37])[OH:38].[CH3:40][CH2:41][OH:42].[Cl:1][c:2]1[n:3][cH:4][cH:5][cH:6][n:7]1.[NH2:8][CH2:9][CH2:10][N:11]1[CH2:12][CH2:13][CH:14]([NH:17][c:18]2[n:19]([CH2:27][c:28]3[cH:29][cH:30][c:31]([F:34])[cH:32][cH:33]3)[c:20]3[n:21][cH:22][n:23][cH:24][c:25]3[n:26]2)[CH2:15][CH2:16]1.[Na+:39]>>[c:2]1([NH:8][CH2:9][CH2:10][N:11]2[CH2:12][CH2:13][CH:14]([NH:17][c:18]3[n:19]([CH2:27][c:28]4[cH:29][cH:30][c:31]([F:34])[cH:32][cH:33]4)[c:20]4[n:21][cH:22][n:23][cH:24][c:25]4[n:26]3)[CH2:15][CH2:16]2)[n:3][cH:4][cH:5][cH:6][n:7]1. Reactants: ClC=1C(=CC(=NC1)F)C1=NC(=CC=C1)NCC1C[C@H](O[C@H](C1)C)C (5′-chloro-N-(((2R,6S)-2,6-dimethyltetrahydro-2H-pyran-4-yl)methyl)-2′-fluoro-2,4′-bipyridin-6-amine), [OH-].[NH4+] (ammonium hydroxide), compound M. Solvent: C(C)(=O)OCC (ethyl acetate). Run at temperature 130 celsius. Product: ClC=1C(=CC(=NC1)N)C1=NC(=CC=C1)NCC1C[C@H](O[C@H](C1)C)C (5′-chloro-N6-(((2R,6S)-2,6-dimethyltetrahydro-2H-pyran-4-yl)methyl)-2,4′-bipyridine-2′,6-diamine). As a reaction SMILES: [Cl:1][C:2]1[C:3]([C:9]2[CH:14]=[CH:13][CH:12]=[C:11]([NH:15][CH2:16][CH:17]3[CH2:22][C@H:21]([CH3:23])[O:20][C@H:19]([CH3:24])[CH2:18]3)[N:10]=2)=[CH:4][C:5](F)=[N:6][CH:7]=1.[OH-].[NH4+:26]>C(OCC)(=O)C>[Cl:1][C:2]1[C:3]([C:9]2[CH:14]=[CH:13][CH:12]=[C:11]([NH:15][CH2:16][CH:17]3[CH2:22][C@H:21]([CH3:23])[O:20][C@H:19]([CH3:24])[CH2:18]3)[N:10]=2)=[CH:4][C:5]([NH2:26])=[N:6][CH:7]=1 |f:1.2|. Procedure details: A mixture of 5′-chloro-N-(((2R,6S)-2,6-dimethyltetrahydro-2H-pyran-4-yl)methyl)-2′-fluoro-2,4′-bipyridin-6-amine (60 mg, 0.17 mmol), and 3.0 ml 28% ammonium hydroxide aqueous solution was heated at about 130° C. in an oil bath for 17 hours. Formation of compound M was Reaction confirmed by LCMS/LC data. The reaction mixture was diluted with ethyl acetate, washed with water, saturated sodium bicarbonate, and brine, dried over sodium sulfate and concentrated to yield 50 mg of the desired product. ...